This data is from the Open Reaction Database (ORD), a public repository of structured organic reaction records. The task is: describe an organic reaction: reactants, conditions, products, and yield Reactants: CO (methanol), OCC(CO)(COCC(CO)(CO)CO)CO (dipentaerythritol), O (water). The solvent is C1(=CC=CC=C1)C (toluene), C(C=C)(=O)OC (methyl acrylate), OC=1C=C(C=CC1C)S(=O)(=O)O (3-hydroxy-4-methyl-benzenesulfonic acid), C1(=CC=C(C=C1)S(=O)(=O)O)C (p-toluenesulfonic acid), S(=O)(=O)([O-])[O-].[Cu+2] (copper sulfate), C1(=CC=CC=C1)C (toluene). Run at temperature 100 celsius, time 6 hour. Yields the product C(C=C)(=O)[O-] (acrylate), OCC(CO)(COCC(CO)(CO)CO)CO (dipentaerythritol). RXN SMILES: [OH2:1].CO.[OH:4][CH2:5][C:6]([CH2:19][OH:20])([CH2:9][O:10][CH2:11][C:12]([CH2:17][OH:18])([CH2:15][OH:16])[CH2:13][OH:14])[CH2:7][OH:8]>C(OC)(=O)C=C.OC1C=C(S(O)(=O)=O)C=CC=1C.C1(C)C=CC(S(O)(=O)=O)=CC=1.S([O-])([O-])(=O)=O.[Cu+2].C1(C)C=CC=CC=1>[C:17]([O-:18])(=[O:1])[CH:12]=[CH2:15].[OH:14][CH2:13][C:12]([CH2:17][OH:18])([CH2:11][O:10][CH2:9][C:6]([CH2:19][OH:20])([CH2:7][OH:8])[CH2:5][OH:4])[CH2:15][OH:16] |f:6.7|. Procedure details: In a four-neck glass flask of 3 L in volume to which a reflux cooler, a water separator, an air introducing tube, a thermometer and a stirrer were attached, 203 g of methyl acrylate, 100 g of dipentaerythritol (purity: 95% or higher, made by Tokyo Chemical Industry Co., Ltd.), 6.3 g of 3-hydroxy-4-methyl-benzenesulfonic acid, 12.6 g of p-toluenesulfonic acid, 0.16 g of copper sulfate, and further 140 g of toluene as a solvent were charged. The mixture was stirred while nitrogen gas was blown in ...